This data is from the Open Reaction Database (ORD), a public repository of structured organic reaction records. The task is: describe an organic reaction: reactants, conditions, products, and yield Starting materials: C1(CCCC1)CN1C(=O)N(C=2N=CNC2C1=O)CC1CCCC1 (1,3-di-cyclopentylmethyl xanthine), ClCC(C)=O (chloroacetone). The product is C1(CCCC1)CN1C(=O)N(C=2N=CN(C2C1=O)CC(C)=O)CC1CCCC1 (1,3-Di-cyclopentylmethyl-7-(2-oxopropyl)-xanthine). As a reaction SMILES: [CH:1]1([CH2:6][N:7]2[C:16](=[O:17])[C:15]3[NH:14][CH:13]=[N:12][C:11]=3[N:10]([CH2:18][CH:19]3[CH2:23][CH2:22][CH2:21][CH2:20]3)[C:8]2=[O:9])[CH2:5][CH2:4][CH2:3][CH2:2]1.Cl[CH2:25][C:26](=[O:28])[CH3:27]>>[CH:1]1([CH2:6][N:7]2[C:16](=[O:17])[C:15]3[N:14]([CH2:25][C:26](=[O:28])[CH3:27])[CH:13]=[N:12][C:11]=3[N:10]([CH2:18][CH:19]3[CH2:23][CH2:22][CH2:21][CH2:20]3)[C:8]2=[O:9])[CH2:5][CH2:4][CH2:3][CH2:2]1. Reported procedure: 1,3-Di-cyclopentylmethyl-7-(2-oxopropyl)-xanthine was prepared from 1,3-di-cyclopentylmethyl xanthine and chloroacetone using an analogous procedure to that described in Example 5. The title compound was isolated as a crystalline solid, m.p. 144° C. Reactants: CC(=O)O, COc1c(F)cc(-c2cc(=O)c3ccccc3o2)cc1F, I, O. The product is O=c1cc(-c2cc(F)c(O)c(F)c2)oc2ccccc12. Reaction SMILES: [C:22]([OH:23])(=[O:24])[CH3:25].[F:1][c:2]1[cH:3][c:4](-[c:11]2[o:12][c:13]3[cH:14][cH:15][cH:16][cH:17][c:18]3[c:19](=[O:21])[cH:20]2)[cH:5][c:6]([F:10])[c:7]1[O:8][CH3:9].[IH:27].[OH2:26]>>[F:1][c:2]1[cH:3][c:4](-[c:11]2[o:12][c:13]3[cH:14][cH:15][cH:16][cH:17][c:18]3[c:19](=[O:21])[cH:20]2)[cH:5][c:6]([F:10])[c:7]1[OH:8]. The reactants are CN(C)C=O, Fc1ccc(CCl)cc1, [H-], [Na+], O, c1ccc(CN2CCC(Cc3nc4ccccc4[nH]3)CC2)cc1. Yields the product Fc1ccc(Cn2c(CC3CCN(Cc4ccccc4)CC3)nc3ccccc32)cc1. As a reaction SMILES: [CH3:24][N:25]([CH3:26])[CH:27]=[O:28].[Cl:31][CH2:32][c:33]1[cH:34][cH:35][c:36]([F:39])[cH:37][cH:38]1.[H-:29].[Na+:30].[OH2:40].[c:1]1([CH2:7][N:8]2[CH2:9][CH2:10][CH:11]([CH2:14][c:15]3[n:16][c:17]4[c:18]([nH:19]3)[cH:20][cH:21][cH:22][cH:23]4)[CH2:12][CH2:13]2)[cH:2][cH:3][cH:4][cH:5][cH:6]1>>[c:1]1([CH2:7][N:8]2[CH2:9][CH2:10][CH:11]([CH2:14][c:15]3[n:16][c:17]4[c:18]([n:19]3[CH2:32][c:33]3[cH:34][cH:35][c:36]([F:39])[cH:37][cH:38]3)[cH:20][cH:21][cH:22][cH:23]4)[CH2:12][CH2:13]2)[cH:2][cH:3][cH:4][cH:5][cH:6]1. The reactants are Cc1ccc(S(=O)(=O)O)cc1, Cc1cc(N)c(OC(C)C)cc1C1CCN(C)CC1, CC(C)O, CC(C)S(=O)(=O)c1ccccc1Nc1nc(Cl)nc(Cl)c1C#N. The product is Cc1cc(Nc2nc(Cl)c(C#N)c(Nc3ccccc3S(=O)(=O)C(C)C)n2)c(OC(C)C)cc1C1CCN(C)CC1. RXN SMILES: [CH3:43][c:44]1[cH:45][cH:46][c:47]([S:48](=[O:49])(=[O:50])[OH:51])[cH:52][cH:53]1.[CH:24]([CH3:25])([CH3:26])[O:27][c:28]1[c:29]([NH2:30])[cH:31][c:32]([CH3:42])[c:33]([CH:35]2[CH2:36][CH2:37][N:38]([CH3:41])[CH2:39][CH2:40]2)[cH:34]1.[CH:54]([OH:55])([CH3:56])[CH3:57].[Cl:1][c:2]1[n:3][c:4]([NH:11][c:12]2[c:13]([S:18](=[O:19])(=[O:20])[CH:21]([CH3:22])[CH3:23])[cH:14][cH:15][cH:16][cH:17]2)[c:5]([C:9]#[N:10])[c:6]([Cl:8])[n:7]1>>[c:2]1([NH:30][c:29]2[c:28]([O:27][CH:24]([CH3:25])[CH3:26])[cH:34][c:33]([CH:35]3[CH2:36][CH2:37][N:38]([CH3:41])[CH2:39][CH2:40]3)[c:32]([CH3:42])[cH:31]2)[n:3][c:4]([NH:11][c:12]2[c:13]([S:18](=[O:19])(=[O:20])[CH:21]([CH3:22])[CH3:23])[cH:14][cH:15][cH:16][cH:17]2)[c:5]([C:9]#[N:10])[c:6]([Cl:8])[n:7]1. The reactants are BrC1=CC(=C(CN2C(N(C3=CC(=CC=C3C2=O)Cl)CC(=O)OCC)=O)C=C1)F (ethyl 2-[3-(4-bromo-2-fluorobenzyl)-7-chloro-1,2,3,4-tetrahydro-2,4-dioxoquinazolin-1-yl]-acetate), [OH-].[Na+] (sodium hydroxide). The solvent is CO (methanol). The product is BrC1=CC(=C(CN2C(N(C3=CC(=CC=C3C2=O)Cl)CC(=O)O)=O)C=C1)F (2-[3-(4-bromo-2-fluorobenzyl)-7-chloro-1,2,3,4-tetrahydro-2,4-dioxoquinazolin-1-yl]-acetic acid). Isolated yield 84.6%. RXN SMILES: [Br:1][C:2]1[CH:27]=[CH:26][C:5]([CH2:6][N:7]2[C:16](=[O:17])[C:15]3[C:10](=[CH:11][C:12]([Cl:18])=[CH:13][CH:14]=3)[N:9]([CH2:19][C:20]([O:22]CC)=[O:21])[C:8]2=[O:25])=[C:4]([F:28])[CH:3]=1.[OH-].[Na+]>CO>[Br:1][C:2]1[CH:27]=[CH:26][C:5]([CH2:6][N:7]2[C:16](=[O:17])[C:15]3[C:10](=[CH:11][C:12]([Cl:18])=[CH:13][CH:14]=3)[N:9]([CH2:19][C:20]([OH:22])=[O:21])[C:8]2=[O:25])=[C:4]([F:28])[CH:3]=1 |f:1.2|. Reported procedure: A mixture of ethyl 2-[3-(4-bromo-2-fluorobenzyl)-7-chloro-1,2,3,4-tetrahydro-2,4-dioxoquinazolin-1-yl]-acetate (249 g) and 1N aqueous sodium hydroxide (795 ml) in methanol (1.6 l) was refluxed for 30 minutes with stirring. The solvent was evaporated and the residue was dissolved in hot water (5 l). The aqueous solution was poured into ice-cold 0.5N hydrochloric acid (3 l). The precipitates were collected by filtration and recrystallized from a mixture of ethanol (6 l) and water (3 l) to give 2-[... Starting materials: IC=1C(=NC=CC1)N(C)C (3-iodo-2-dimethylaminopyridine), C([O-])([O-])=O.[Na+].[Na+] (sodium carbonate), O[C@@H]([C@@H](OC1=CC=C(C=C1)B(O)O)C)CCC=1C=NC=CC1 ((1S,2R)-4-(2-hydroxy-1-methyl-4-pyridin-3-ylbutoxy)benzeneboronic acid). Reagents/catalysts: C=1C=CC(=CC1)[P](C=2C=CC=CC2)(C=3C=CC=CC3)[Pd]([P](C=4C=CC=CC4)(C=5C=CC=CC5)C=6C=CC=CC6)([P](C=7C=CC=CC7)(C=8C=CC=CC8)C=9C=CC=CC9)[P](C=1C=CC=CC1)(C=1C=CC=CC1)C=1C=CC=CC1 (tetrakis(triphenylphosphine)palladium(0)). Solvent: C(C)O (ethanol). Conditions: temperature 90 celsius. Product: CN(C1=NC=CC=C1C1=CC=C(O[C@H]([C@@H](CCC=2C=NC=CC2)O)C)C=C1)C ((3R,4S)-4-[4-(2-Dimethylaminopyridin-3-yl)phenoxy]-1-pyridin-3-ylpentan-3-ol). As a reaction SMILES: I[C:2]1[C:3]([N:8]([CH3:10])[CH3:9])=[N:4][CH:5]=[CH:6][CH:7]=1.C(=O)([O-])[O-].[Na+].[Na+].[OH:17][C@H:18]([CH2:31][CH2:32][C:33]1[CH:34]=[N:35][CH:36]=[CH:37][CH:38]=1)[C@H:19]([CH3:30])[O:20][C:21]1[CH:26]=[CH:25][C:24](B(O)O)=[CH:23][CH:22]=1>C1C=CC([P]([Pd]([P](C2C=CC=CC=2)(C2C=CC=CC=2)C2C=CC=CC=2)([P](C2C=CC=CC=2)(C2C=CC=CC=2)C2C=CC=CC=2)[P](C2C=CC=CC=2)(C2C=CC=CC=2)C2C=CC=CC=2)(C2C=CC=CC=2)C2C=CC=CC=2)=CC=1.C(O)C>[CH3:9][N:8]([CH3:10])[C:3]1[C:2]([C:24]2[CH:25]=[CH:26][C:21]([O:20][C@@H:19]([CH3:30])[C@H:18]([OH:17])[CH2:31][CH2:32][C:33]3[CH:34]=[N:35][CH:36]=[CH:37][CH:38]=3)=[CH:22][CH:23]=2)=[CH:7][CH:6]=[CH:5][N:4]=1 |f:1.2.3,^1:42,44,63,82|. Procedure: Prepared according to the method described in Example 21b) from 3-iodo-2-dimethylaminopyridine (Example 23a), 0.253 g), ethanol (3 ml), 2M aqueous sodium carbonate (0.5 ml), (1S,2R)-4-(2-hydroxy-1-methyl-4-pyridin-3-ylbutoxy)benzeneboronic acid (Example 21a), 0.200 g), and tetrakis(triphenylphosphine)palladium(0) (0.02 g) with heating at 90° C. for 3 hours. Starting materials: C1(C=2C(C(N1)=O)=CC=CC2)=O.[K] (potassium phthalimide), BrCC#CCCCC(=O)OC (methyl 7-bromohept-5-ynoate), O (water). The solvent is CN(C=O)C (dimethylformamide). Product: C1(C=2C(C(N1CC#CCCCC(=O)OC)=O)=CC=CC2)=O (Methyl 7-phthalimidohept-5-ynoate). Isolated yield 44.1%. Reaction SMILES: [C:1]1(=[O:11])[NH:5][C:4](=[O:6])[C:3]2=[CH:7][CH:8]=[CH:9][CH:10]=[C:2]12.[K].Br[CH2:14][C:15]#[C:16][CH2:17][CH2:18][CH2:19][C:20]([O:22][CH3:23])=[O:21].O>CN(C)C=O>[C:1]1(=[O:11])[N:5]([CH2:14][C:15]#[C:16][CH2:17][CH2:18][CH2:19][C:20]([O:22][CH3:23])=[O:21])[C:4](=[O:6])[C:3]2=[CH:7][CH:8]=[CH:9][CH:10]=[C:2]12 |f:0.1,^1:11|. Reported procedure: A mixture or potassium phthalimide (2.31 g) and methyl 7-bromohept-5-ynoate (3.0 g) in dimethylformamide (35 ml) was heated at 110° C. for 4.5 hours. The cooled solution was poured into water (75 ml) and the pH of the solution was adjusted to 6. The resulting solution was extracted with ether (4×200 ml) and the combined ether extracts were dried over magnesium sulphate, the solvent was removed and the residue was chromatographed on silica gel eluted with chloroform to give the title compound (1....